This data is from the Open Reaction Database (ORD), a public repository of structured organic reaction records. The task is: describe an organic reaction: reactants, conditions, products, and yield Starting materials: [N+](=O)([O-])C=1SC(=CC1)C=O (2-nitrothiophen-5-carboxaldehyde), C1(=CC=CC=C1)CCCNS(=O)(=O)CC#N ((3-phenyl-n-propyl)aminosulfonylacetonitrile). Yields the product [N+](=O)([O-])C=1SC(=CC1)/C=C(\C#N)/S(=O)(=O)NCCCC1=CC=CC=C1 ((E)-3-(2-nitrothien-5-yl)-2-[(3-phenyl-n-propyl)aminosulfonyl]acrylonitrile). Reaction SMILES: [N+:1]([C:4]1[S:5][C:6]([CH:9]=O)=[CH:7][CH:8]=1)([O-:3])=[O:2].[C:11]1([CH2:17][CH2:18][CH2:19][NH:20][S:21]([CH2:24][C:25]#[N:26])(=[O:23])=[O:22])[CH:16]=[CH:15][CH:14]=[CH:13][CH:12]=1>>[N+:1]([C:4]1[S:5][C:6](/[CH:9]=[C:24](/[S:21]([NH:20][CH2:19][CH2:18][CH2:17][C:11]2[CH:12]=[CH:13][CH:14]=[CH:15][CH:16]=2)(=[O:23])=[O:22])\[C:25]#[N:26])=[CH:7][CH:8]=1)([O-:3])=[O:2]. Procedure details: Reaction of 2-nitrothiophen-5-carboxaldehyde and (3-phenyl-n-propyl)aminosulfonylacetonitrile as in Example 1 gave (E)-3-(2-nitrothien-5-yl)-2-[(3-phenyl-n-propyl)aminosulfonyl]acrylonitrile Starting materials: [BH4-], C1COCCO1, CO, O=Cc1ccc(Cl)cc1F, Cl, [Na+], O. Yields the product OCc1ccc(Cl)cc1F. RXN SMILES: [BH4-:17].[CH2:11]1[O:12][CH2:13][CH2:14][O:15][CH2:16]1.[CH3:21][OH:22].[Cl:1][c:2]1[cH:3][c:4]([F:10])[c:5]([CH:6]=[O:7])[cH:8][cH:9]1.[ClH:19].[Na+:18].[OH2:20]>>[Cl:1][c:2]1[cH:3][c:4]([F:10])[c:5]([CH2:6][OH:7])[cH:8][cH:9]1. Starting materials: O (water), ON1N=NC2=C1C=CC=C2 (1-hydroxybenzotriazole), C(CCCC)OC1=CC=C(C=C1)C1=CC(=NO1)C1=CC=C(C(=O)O)C=C1 (4-[5-(4-pentyloxyphenyl)isoxazol-3-yl]benzoic acid), Cl.C(C)N=C=NCCCN(C)C (1-ethyl-3-(3′-dimethylaminopropyl)carbodiimide hydrochloride). The solvent is ClCCl (dichloromethane). Run at time 4.5 hour. The product is N1(N=NC2=C1C=CC=C2)OC(C2=CC=C(C=C2)C2=NOC(=C2)C2=CC=C(C=C2)OCCCCC)=O (4-[5-(4-pentyloxyphenyl)isooxazol-3-yl]benzoic acid benzotriazol-1-yl ester). The yield is 90.9%. Reaction SMILES: [OH:1][N:2]1[C:6]2[CH:7]=[CH:8][CH:9]=[CH:10][C:5]=2[N:4]=[N:3]1.[CH2:11]([O:16][C:17]1[CH:22]=[CH:21][C:20]([C:23]2[O:27][N:26]=[C:25]([C:28]3[CH:36]=[CH:35][C:31]([C:32](O)=[O:33])=[CH:30][CH:29]=3)[CH:24]=2)=[CH:19][CH:18]=1)[CH2:12][CH2:13][CH2:14][CH3:15].Cl.C(N=C=NCCCN(C)C)C.O>ClCCl>[N:2]1([O:1][C:32](=[O:33])[C:31]2[CH:30]=[CH:29][C:28]([C:25]3[CH:24]=[C:23]([C:20]4[CH:21]=[CH:22][C:17]([O:16][CH2:11][CH2:12][CH2:13][CH2:14][CH3:15])=[CH:18][CH:19]=4)[O:27][N:26]=3)=[CH:36][CH:35]=2)[C:6]2[CH:7]=[CH:8][CH:9]=[CH:10][C:5]=2[N:4]=[N:3]1 |f:2.3|. Reported procedure: To a solution of 1-hydroxybenzotriazole (244 mg) and 4-[5-(4-pentyloxyphenyl)isoxazol-3-yl]benzoic acid (528 mg) in dichloromethane (10 ml) was added 1-ethyl-3-(3′-dimethylaminopropyl)carbodiimide hydrochloride (WSCD•HCl) (430 mg) and the mixture was stirred for 4.5 hours at ambient temperature. The reaction mixture was added to water. The organic layer was taken and dried over magnesium sulfate. Magnesium sulfate was filtered off, and the filtrate was evaporated under reduced pressure to give 4...